Dataset: the Open Reaction Database (ORD), a public repository of structured organic reaction records. Task: describe an organic reaction: reactants, conditions, products, and yield Starting materials: NC1=NC2=C(C=C(C=C2C=C1)Cl)S(=O)(=O)Cl (2-amino-6-chloroquinoline-8-sulfonyl chloride), NC1=CC=C(C(=O)O)C=C1 (4-aminobenzoic acid), N1=CC=CC=C1 (pyridine). Run in C1CCOC1 (THF). Reaction conditions: temperature 30 celsius, time 8 hour. Product: NC1=NC2=C(C=C(C=C2C=C1)Cl)S(=O)(=O)NC1=CC=C(C(=O)O)C=C1 (4-(2-amino-6-chloroquinoline-8-sulfonamido)benzoic acid). As a reaction SMILES: [NH2:1][C:2]1[CH:11]=[CH:10][C:9]2[C:4](=[C:5]([S:13](Cl)(=[O:15])=[O:14])[CH:6]=[C:7]([Cl:12])[CH:8]=2)[N:3]=1.[NH2:17][C:18]1[CH:26]=[CH:25][C:21]([C:22]([OH:24])=[O:23])=[CH:20][CH:19]=1.N1C=CC=CC=1>C1COCC1>[NH2:1][C:2]1[CH:11]=[CH:10][C:9]2[C:4](=[C:5]([S:13]([NH:17][C:18]3[CH:26]=[CH:25][C:21]([C:22]([OH:24])=[O:23])=[CH:20][CH:19]=3)(=[O:15])=[O:14])[CH:6]=[C:7]([Cl:12])[CH:8]=2)[N:3]=1. Procedure: A mixture of 2-amino-6-chloroquinoline-8-sulfonyl chloride (500 mg, 1.8 mmol), 4-aminobenzoic acid (300 mg, 2.2 mmol) and pyridine (1 mL) in 10 mL of THF was stirred at 30° C. overnight, when LCMS indicated that the reaction was complete. The resulting mixture was concentrated, and the residue was purified by a standard method to yield the title compound. LCMS (m/z): 378.8 (M+1)+